From a dataset of the Open Reaction Database (ORD), a public repository of structured organic reaction records. describe an organic reaction: reactants, conditions, products, and yield Starting materials: potassium tert.-butylate, 2.7, C(C=C)NC(C1=C(C=CC=C1)OCC1=CC=CC=C1)=O (o-benzyloxybenzoic acid allylamide), C(=O)(Cl)Cl (phosgene). The reagents and catalysts are CN(C=O)C (dimethylformamide). Solvent: O1CCCC1.C1=CC=CC=C1 (tetrahydrofuran benzene), 20. Yields the product C(C1=CC=CC=C1)OC1=C(C=CC=C1)C=1NC=CC1 (2-(o-Benzyloxypenyl)-pyrrole). RXN SMILES: [CH2:1]([NH:4][C:5](=O)[C:6]1[CH:11]=[CH:10][CH:9]=[CH:8][C:7]=1[O:12][CH2:13][C:14]1[CH:19]=[CH:18][CH:17]=[CH:16][CH:15]=1)[CH:2]=[CH2:3].C(Cl)(Cl)=O>CN(C)C=O.O1CCCC1.C1C=CC=CC=1>[CH2:13]([O:12][C:7]1[CH:8]=[CH:9][CH:10]=[CH:11][C:6]=1[C:5]1[NH:4][CH:1]=[CH:2][CH:3]=1)[C:14]1[CH:19]=[CH:18][CH:17]=[CH:16][CH:15]=1 |f:3.4|. Procedure: 2.7 (10 millimoles) of o-benzyloxybenzoic acid allylamide in 20 ml of a 20 per cent strength by weight solution of phosgene in tuluene are stirred, in the presence of 2 drops of dimethylformamide, at room temperature overnight. The residue which remains after distilling off the toluene under reduced pressure at 40° C. bath temperature is taken up in 30 ml of tetrahydrofuran, and the solution is filtered through a pad of glass wool and introduced, in the course of 45 minutes, into an ice-cooled s... Starting materials: [OH-].[Na+] (sodium hydroxide), C=O (formaldehyde), [BH4-].[Na+] (sodium borohydride), COC=1C=C(C=CC1OC)CCN[C@H](CO)C ((S)-2-[[2-(3,4-dimethoxyphenyl)ethyl]amino]-1-propanol), C=O (formaldehyde), [BH4-].[Na+] (sodiumborohydride), [BH4-].[Na+] (sodium borohydride). Run in C(C)(=O)O (acetic acid), CO (MeOH). Reaction conditions: time 24 hour. Yields the product COC=1C=C(C=CC1OC)CCN([C@H](CO)C)C ((S)-2-[[2-(3,4-dimethoxyphenyl)ethyl]methylamino]-1-propanol). The yield is 87.1%. Reaction SMILES: [CH3:1][O:2][C:3]1[CH:4]=[C:5]([CH2:11][CH2:12][NH:13][C@@H:14]([CH3:17])[CH2:15][OH:16])[CH:6]=[CH:7][C:8]=1[O:9][CH3:10].[CH2:18]=O.[BH4-].[Na+].[OH-].[Na+]>CO.C(O)(=O)C>[CH3:1][O:2][C:3]1[CH:4]=[C:5]([CH2:11][CH2:12][N:13]([CH3:18])[C@@H:14]([CH3:17])[CH2:15][OH:16])[CH:6]=[CH:7][C:8]=1[O:9][CH3:10] |f:2.3,4.5|. Reported procedure: To a solution of 6.25 g of (0.026 mole) (S)-2-[[2-(3,4-dimethoxyphenyl)ethyl]amino]-1-propanol in 50 ml of MeOH under argon was added 3.9 ml (0.052 mole) of 37% aqueous formaldehyde and 4.7 g of sodiumborohydride pellets added one at a time. The solution was stirred at RT for 24 hr. an additional 1.0 ml of 37% aqueous formaldehyde and 1.0 g of sodium borohydride were added and the solution stirred for an additional 2.5 hr. Enough glacial acetic acid was added to react with the sodium borohydride... The reactants are COC=1C=CC2=C(C(C3=C(CO2)N=CC=C3)=O)C1 (5,11-dihydro-7-methoxypyrido[2,3-c][1]benzoxepin-5-one), cyclopropylmagnesium bromide THF, C1CCOC1 (THF), [Cl-].[NH4+] (ammonium chloride), C(C)(=O)OCC (ethyl acetate). Reaction conditions: time 30 minute. Yields the product C1(CC1)C1(C2=C(COC3=C1C=C(C=C3)OC)N=CC=C2)O (5-cyclopropyl-5,11-dihydro-7-methoxypyrido[2,3-c][1]benzoxepin-5-ol). Reaction SMILES: [CH3:1][O:2][C:3]1[CH:4]=[CH:5][C:6]2[O:12][CH2:11][C:10]3[N:13]=[CH:14][CH:15]=[CH:16][C:9]=3[C:8](=[O:17])[C:7]=2[CH:18]=1.[Cl-].[NH4+].C(OCC)(=O)C.[CH2:27]1[CH2:31]OC[CH2:28]1>>[CH:28]1([C:8]2([OH:17])[C:7]3[CH:18]=[C:3]([O:2][CH3:1])[CH:4]=[CH:5][C:6]=3[O:12][CH2:11][C:10]3[N:13]=[CH:14][CH:15]=[CH:16][C:9]2=3)[CH2:27][CH2:31]1 |f:1.2|. Procedure: To a solution of 5,11-dihydro-7-methoxypyrido[2,3-c][1]benzoxepin-5-one (5.0 g) in THF (50 ml) was added 1.1M cyclopropylmagnesium bromide THF solution (25 ml) at 0° C. The reaction mixture was warmed to room temperature, and stirred for 30 minutes. Aqueous ammonium chloride and ethyl acetate were added to the reaction mixture, the organic layer was separated and washed with saturated aqueous sodium chloride, and dried with magnesium sulfate. The solvent was distilled off under reduced pressure.... Reactants: ClC1=CC=C(C=C1)C=1C=CC(=NC1)C#CC1=CC(=C(OCCO)C=C1)C (2-{4-[5-(4-chloro-phenyl)-pyridin-2-ylethynyl]-2-methyl-phenoxy}-ethanol), CS(=O)(=O)Cl (methanesulphonic acid chloride). Yields the product CS(=O)(=O)OCCOC1=C(C=C(C=C1)C#CC1=NC=C(C=C1)C1=CC=C(C=C1)Cl)C (2-{4-[5-(4-chloro-phenyl)-pyridin-2-ylethynyl]-2-methyl-phenoxy}-ethyl methanesulphonate). RXN SMILES: [Cl:1][C:2]1[CH:7]=[CH:6][C:5]([C:8]2[CH:9]=[CH:10][C:11]([C:14]#[C:15][C:16]3[CH:25]=[CH:24][C:19]([O:20][CH2:21][CH2:22][OH:23])=[C:18]([CH3:26])[CH:17]=3)=[N:12][CH:13]=2)=[CH:4][CH:3]=1.[CH3:27][S:28](Cl)(=[O:30])=[O:29]>>[CH3:27][S:28]([O:23][CH2:22][CH2:21][O:20][C:19]1[CH:24]=[CH:25][C:16]([C:15]#[C:14][C:11]2[CH:10]=[CH:9][C:8]([C:5]3[CH:4]=[CH:3][C:2]([Cl:1])=[CH:7][CH:6]=3)=[CH:13][N:12]=2)=[CH:17][C:18]=1[CH3:26])(=[O:30])=[O:29]. Procedure: Prepared analogously to Example 4.1a from 310 mg (0.93 mmol) 2-{4-[5-(4-chloro-phenyl)-pyridin-2-ylethynyl]-2-methyl-phenoxy}-ethanol and 88 μL (1.12 mmol) methanesulphonic acid chloride. Reactants: NC1=NC(=CC(=N1)C)C (2-amino-4,6-dimethylpyrimidine), Cl (hydrochloric acid), Cl (HCl). Reagents/catalysts: [Pd] (palladium on activated charcoal). Yields the product Cl.NC=1NC(CC(N1)C)C (2-amino-4,6-dimethyl-1,4,5,6-tetrahydropyrimidine hydrochloride). RXN SMILES: [NH2:1][C:2]1[N:7]=[C:6]([CH3:8])[CH:5]=[C:4]([CH3:9])[N:3]=1.[ClH:10]>[Pd]>[ClH:10].[NH2:1][C:2]1[NH:7][CH:6]([CH3:8])[CH2:5][CH:4]([CH3:9])[N:3]=1 |f:3.4|. Procedure: 1 g 2-amino-4,6-dimethylpyrimidine was heated for 14 h in a hydrochloric acid environment (2 M HCl) with palladium on activated charcoal as a catalyst, with H2 fed in. Subsequent filtration, removal of the solvent and addition of diethyl ether yielded the 2-amino-4,6-dimethyl-1,4,5,6-tetrahydropyrimidine hydrochloride, which was recrystallized from i-propanol/diethyl ether and dried in a vacuum. Reactants: CC(C)(C)OC(=O)N1CCCN(c2cncc(Br)c2)CC1, CCNCC, [Na+], C1CCOC1, [OH-], C#Cc1ccccc1, c1ccc(P(c2ccccc2)(c2ccccc2)[Pd](P(c2ccccc2)(c2ccccc2)c2ccccc2)(P(c2ccccc2)(c2ccccc2)c2ccccc2)P(c2ccccc2)(c2ccccc2)c2ccccc2)cc1. Yields the product CC(C)(C)OC(=O)N1CCCN(c2cncc(C#Cc3ccccc3)c2)CC1. As a reaction SMILES: [Br:1][c:2]1[cH:3][c:4]([N:8]2[CH2:9][CH2:10][N:11]([C:15](=[O:16])[O:17][C:18]([CH3:19])([CH3:20])[CH3:21])[CH2:12][CH2:13][CH2:14]2)[cH:5][n:6][cH:7]1.[CH2:30]([NH:31][CH2:32][CH3:33])[CH3:34].[Na+:36].[O:114]1[CH2:115][CH2:116][CH2:117][CH2:118]1.[OH-:35].[c:22]1([C:28]#[CH:29])[cH:23][cH:24][cH:25][cH:26][cH:27]1.[cH:37]1[cH:38][cH:39][c:40]([P:41]([Pd:42]([P:43]([c:44]2[cH:45][cH:46][cH:47][cH:48][cH:49]2)([c:50]2[cH:51][cH:52][cH:53][cH:54][cH:55]2)[c:56]2[cH:57][cH:58][cH:59][cH:60][cH:61]2)([P:62]([c:63]2[cH:64][cH:65][cH:66][cH:67][cH:68]2)([c:69]2[cH:70][cH:71][cH:72][cH:73][cH:74]2)[c:75]2[cH:76][cH:77][cH:78][cH:79][cH:80]2)[P:81]([c:82]2[cH:83][cH:84][cH:85][cH:86][cH:87]2)([c:88]2[cH:89][cH:90][cH:91][cH:92][cH:93]2)[c:94]2[cH:95][cH:96][cH:97][cH:98][cH:99]2)([c:100]2[cH:101][cH:102][cH:103][cH:104][cH:105]2)[c:106]2[cH:107][cH:108][cH:109][cH:110][cH:111]2)[cH:112][cH:113]1>>[c:2]1([C:29]#[C:28][c:22]2[cH:23][cH:24][cH:25][cH:26][cH:27]2)[cH:3][c:4]([N:8]2[CH2:9][CH2:10][N:11]([C:15](=[O:16])[O:17][C:18]([CH3:19])([CH3:20])[CH3:21])[CH2:12][CH2:13][CH2:14]2)[cH:5][n:6][cH:7]1.